This data is from the Open Reaction Database (ORD), a public repository of structured organic reaction records. The task is: describe an organic reaction: reactants, conditions, products, and yield Starting materials: [BH4-], CC(=O)NC1CCCCC1[Hg]Cl, CCO, C=C(Cl)C#N, [Na+]. Product: CC(=O)NC1CCCCC1CC(Cl)C#N. RXN SMILES: [BH4-:18].[C:1]([CH3:2])(=[O:3])[NH:4][CH:5]1[CH:6]([Hg:11][Cl:12])[CH2:7][CH2:8][CH2:9][CH2:10]1.[CH3:20][CH2:21][OH:22].[Cl:13][C:14]([C:15]#[N:16])=[CH2:17].[Na+:19]>>[C:1]([CH3:2])(=[O:3])[NH:4][CH:5]1[CH:6]([CH2:17][CH:14]([Cl:13])[C:15]#[N:16])[CH2:7][CH2:8][CH2:9][CH2:10]1. Starting materials: CCO, O=CNC1CCC(=O)c2ccccc21, Cl. Product: Cl, NC1CCC(=O)c2ccccc21. RXN SMILES: [CH3:16][CH2:17][OH:18].[CH:1](=[O:2])[NH:3][CH:4]1[CH2:5][CH2:6][C:7](=[O:14])[c:8]2[cH:9][cH:10][cH:11][cH:12][c:13]21.[ClH:15]>>[ClH:15].[NH2:3][CH:4]1[CH2:5][CH2:6][C:7](=[O:14])[c:8]2[cH:9][cH:10][cH:11][cH:12][c:13]21. Starting materials: CC(=O)Nc1cc2c(cc1[N+](=O)[O-])CC(N(C)C)C2, CC(=O)Nc1ccc2c(c1)CC(N(C)C)C2, CC(=O)Nc1ccc2c(c1[N+](=O)[O-])CC(N(C)C)C2, CC(N)=O, CCO, O=C(O)C(F)(F)F. The product is CN(C)C1Cc2cc(N)c([N+](=O)[O-])cc2C1. Reaction SMILES: [CH3:17][N:18]([CH:19]1[CH2:20][c:21]2[cH:22][c:23]([N+:32](=[O:33])[O-:34])[c:24]([NH:28][C:29](=[O:30])[CH3:31])[cH:25][c:26]2[CH2:27]1)[CH3:35].[CH3:1][N:2]([CH3:3])[CH:4]1[CH2:5][c:6]2[c:7]([cH:8][cH:9][c:10]([NH:11][C:12](=[O:13])[CH3:14])[cH:15]2)[CH2:16]1.[CH3:36][N:37]([CH3:38])[CH:39]1[CH2:40][c:41]2[c:42]([cH:43][cH:44][c:45]([NH:46][C:47](=[O:48])[CH3:49])[c:50]2[N+:51]([O-:52])=[O:53])[CH2:54]1.[CH3:55][C:56](=[O:57])[NH2:58].[CH3:66][CH2:67][OH:68].[F:59][C:60]([F:61])([F:62])[C:63]([OH:64])=[O:65]>>[CH3:17][N:18]([CH:19]1[CH2:20][c:21]2[cH:22][c:23]([N+:32](=[O:33])[O-:34])[c:24]([NH2:28])[cH:25][c:26]2[CH2:27]1)[CH3:35]. Reactants: BrC1=C(C(=CC=C1)[N+](=O)[O-])F (1-bromo-2-fluoro-3-nitrobenzene), C(=C)[Mg]Br (vinyl magnesium bromide). Solvent: C1CCOC1 (THF). Reaction conditions: temperature -40 celsius, time 1 hour. The product is BrC1=CC=C2C=CNC2=C1F (6-bromo-7-fluoro-1H-indole). Reaction SMILES: [Br:1][C:2]1[CH:7]=[CH:6][CH:5]=[C:4]([N+:8]([O-])=O)[C:3]=1[F:11].[CH:12]([Mg]Br)=[CH2:13]>C1COCC1>[Br:1][C:2]1[C:3]([F:11])=[C:4]2[C:5]([CH:12]=[CH:13][NH:8]2)=[CH:6][CH:7]=1. Reported procedure: To a solution of 1-bromo-2-fluoro-3-nitrobenzene (2.5 g, 11.3 mmol) in THF (25 mL) at −50° C. was added vinyl magnesium bromide (34 mL, 34 mmol) and the mixture was stirred at −40° C. for 1 h. The reaction was quenched with saturated ammonium chloride solution and extracted with ethyl acetate. The organic layer was washed with brine, dried over anhydrous sodium sulfate and evaporated under reduced pressure to yield a gum, which was purified by column chromatography over silica gel eluting with E... Reactants: C1CCOC1, CC(=O)OC(C)=O, c1ccc2c(c1)NCc1c(-c3nc(C4CC4)no3)ncn1-2. Product: CC(=O)N1Cc2c(-c3nc(C4CC4)no3)ncn2-c2ccccc21. RXN SMILES: [CH2:29]1[O:30][CH2:31][CH2:32][CH2:33]1.[CH3:22][C:23](=[O:24])[O:25][C:26](=[O:27])[CH3:28].[CH:1]1([c:4]2[n:5][o:6][c:7](-[c:9]3[n:10][cH:11][n:12]4[c:13]3[CH2:14][NH:15][c:16]3[cH:17][cH:18][cH:19][cH:20][c:21]3-4)[n:8]2)[CH2:2][CH2:3]1>>[CH:1]1([c:4]2[n:5][o:6][c:7](-[c:9]3[n:10][cH:11][n:12]4[c:13]3[CH2:14][N:15]([C:23]([CH3:22])=[O:24])[c:16]3[cH:17][cH:18][cH:19][cH:20][c:21]3-4)[n:8]2)[CH2:2][CH2:3]1. Reactants: C(C)OC1=C(C=C(C(=O)O)C=C1)C=1NC(C2=C(N1)C(=NN2C)CCC)=O (4-ethoxy-3-(1-methyl-7-oxo-3-n-propyl-1,6-dihydro-7H-pyrazolo[4,3-d]pyrimidin-5-yl)benzoic acid), CN1CCNCC1 (1-methylpiperazine), Cl.CN(CCCN=C=NCC)C (1-(3-dimethylaminopropyl)-3-ethylcarbodiimide hydrochloride), ON1N=NC2=C1C=CC=C2 (1-hydroxybenzotriazole). Solvent: ClCCl (dichloromethane). Yields the product C(C)OC1=C(C=C(C=C1)C(=O)N1CCN(CC1)C)C=1NC(C2=C(N1)C(=NN2C)CCC)=O (5-[2-Ethoxy-5-(4-methylpiperazinylcarbonyl)phenyl]-1-methyl-3-n-propyl-1,6-dihydro-7H-pyrazolo[4,3-d]pyrimidin-7-one). The yield is 25.3%. As a reaction SMILES: [CH2:1]([O:3][C:4]1[CH:12]=[CH:11][C:7]([C:8](O)=[O:9])=[CH:6][C:5]=1[C:13]1[NH:14][C:15](=[O:26])[C:16]2[N:21]([CH3:22])[N:20]=[C:19]([CH2:23][CH2:24][CH3:25])[C:17]=2[N:18]=1)[CH3:2].[CH3:27][N:28]1[CH2:33][CH2:32][NH:31][CH2:30][CH2:29]1.Cl.CN(C)CCCN=C=NCC.ON1C2C=CC=CC=2N=N1>ClCCl>[CH2:1]([O:3][C:4]1[CH:12]=[CH:11][C:7]([C:8]([N:31]2[CH2:32][CH2:33][N:28]([CH3:27])[CH2:29][CH2:30]2)=[O:9])=[CH:6][C:5]=1[C:13]1[NH:14][C:15](=[O:26])[C:16]2[N:21]([CH3:22])[N:20]=[C:19]([CH2:23][CH2:24][CH3:25])[C:17]=2[N:18]=1)[CH3:2] |f:2.3|. Reported procedure: A solution of 4-ethoxy-3-(1-methyl-7-oxo-3-n-propyl-1,6-dihydro-7H-pyrazolo[4,3-d]pyrimidin-5-yl)benzoic acid (0.095 g, 0.00027 mol), 1-methylpiperazine (0.265 g, 0.00265 mol), 1-(3-dimethylaminopropyl)-3-ethylcarbodiimide hydrochloride (0.077 g, 0.0004 mol) and 1-hydroxybenzotriazole (0.054 g, 0.0004 mol) in dichloromethane (25 ml) was stirred at room temperature for 18 hours. The reaction solution was washed with water (25 ml), dried (MgSO4) and evaporated under vacuum, and then the resulting ... Reactants: COC1=CC(=C(C=C1OC)CC(=O)NCCCN(C1CC2=CC(=C(C=C2CC1)OC)OC)C)[N+](=O)[O-] (1-[2-(4,5-dimethoxy-2-nitro-phenyl)-1-oxo-ethylamino]-3-[N-methyl-N-(6,7-dimethoxy-1,2,3,4-tetrahydronaphth-2 yl)-amino]-propane). Reagents/catalysts: [Pd] (palladium on charcoal). The solvent is CO (methanol). Yields the product NC1=C(C=C(C(=C1)OC)OC)CC(=O)NCCCN(C1CC2=CC(=C(C=C2CC1)OC)OC)C (1-[2-(2-Amino-4,5-dimethoxyphenyl)-1-oxo-ethylamino]-3-[N-methyl-N-(6,7-dimethoxy-1,2,3,4-tetrahydronaphth-2-yl)-amino]-propane). As a reaction SMILES: [CH3:1][O:2][C:3]1[C:8]([O:9][CH3:10])=[CH:7][C:6]([CH2:11][C:12]([NH:14][CH2:15][CH2:16][CH2:17][N:18]([CH3:33])[CH:19]2[CH2:28][CH2:27][C:26]3[C:21](=[CH:22][C:23]([O:31][CH3:32])=[C:24]([O:29][CH3:30])[CH:25]=3)[CH2:20]2)=[O:13])=[C:5]([N+:34]([O-])=O)[CH:4]=1>CO.[Pd]>[NH2:34][C:5]1[CH:4]=[C:3]([O:2][CH3:1])[C:8]([O:9][CH3:10])=[CH:7][C:6]=1[CH2:11][C:12]([NH:14][CH2:15][CH2:16][CH2:17][N:18]([CH3:33])[CH:19]1[CH2:28][CH2:27][C:26]2[C:21](=[CH:22][C:23]([O:31][CH3:32])=[C:24]([O:29][CH3:30])[CH:25]=2)[CH2:20]1)=[O:13]. Reported procedure: Here, 1-[2-(4,5-dimethoxy-2-nitro-phenyl)-1-oxo-ethylamino]-3-[N-methyl-N-(6,7-dimethoxy-1,2,3,4-tetrahydronaphth-2 yl)-amino]-propane (8.5 g, 0.017 mol) is dissolved in methanol (100 ml), mixed with 10% palladium on charcoal (9.8 g) and hydrogenated for one hour at 20° C. under hydrogen pressure (5 bar). The catalyst is filtered off and the filtrate is concentrated by rotary evaporation. Yield: 7.8 g. Rf value: 0.2 (alumina, eluant: 98 parts by volume of methylene chloride+2 parts by volume of ... Starting materials: COCCOC (DME), C(=C)[Sn](CCCC)(CCCC)CCCC (vinyl tributyltin), BrC=1C=C(SC1C#CCOC)C1=CSC=2NC(C(=C(C21)O)C#N)=O (3-[4-Bromo-5-(3-methoxy-prop-1-ynyl)-thiophen-2-yl]-4-hydroxy-6-oxo-6,7-dihydro-thieno[2,3-b]pyridine-5-carbonitrile). Solvent: CN(C)C=O (DMF). Reaction conditions: temperature 100 celsius. Product: OC=1C2=C(NC(C1C#N)=O)SC=C2C=2SC(=C(C2)C=C)C#CCOC (4-hydroxy-3-[5-(3-methoxyprop-1-ynyl)-4-vinylthien-2-yl]-6-oxo-6,7-dihydrothieno[2,3-b]pyridine-5-carbonitrile). As a reaction SMILES: Br[C:2]1[CH:3]=[C:4]([C:12]2[C:20]3[C:19]([OH:21])=[C:18]([C:22]#[N:23])[C:17](=[O:24])[NH:16][C:15]=3[S:14][CH:13]=2)[S:5][C:6]=1[C:7]#[C:8][CH2:9][O:10][CH3:11].CO[CH2:27][CH2:28]OC.C([Sn](CCCC)(CCCC)CCCC)=C>CN(C=O)C>[OH:21][C:19]1[C:20]2[C:12]([C:4]3[S:5][C:6]([C:7]#[C:8][CH2:9][O:10][CH3:11])=[C:2]([CH:27]=[CH2:28])[CH:3]=3)=[CH:13][S:14][C:15]=2[NH:16][C:17](=[O:24])[C:18]=1[C:22]#[N:23]. Reported procedure: 3-[4-Bromo-5-(3-methoxy-prop-1-ynyl)-thiophen-2-yl]-4-hydroxy-6-oxo-6,7-dihydro-thieno[2,3-b]pyridine-5-carbonitrile (75 mg, 0.18 mmol, Example 183) was dissolved in 2 mL of 1:1 DMF:DME and at rt, vinyl tributyltin (0.2 mmol) was added. The reaction vessel was flushed with N2, capped and heated to 100° C. for 2 h. The reaction mixture was filtered and filtered again through a plug of silica gel. The residue was taken up in 1:1 MeOH : DMSO, filtered and purified by RP-HPLC to provide the title co...